describe an organic reaction: reactants, conditions, products, and yield From a dataset of the Open Reaction Database (ORD), a public repository of structured organic reaction records. Starting materials: FC=1C=C(C=CC1)S(=O)(=O)C=1C=CC(=C(C1)C(C)=O)O (1-[5-(3-Fluoro-benzenesulfonyl)-2-hydroxy-phenyl]-ethanone), C(Cl)[C@@H]1CO1 ((S)-(+)epichlorhydrin). Product: FC=1C=C(C=CC1)S(=O)(=O)C=1C=CC(=C(C1)C(C)=O)OC[C@@H]1OC1 (1-[5-(3-Fluoro-benzenesulfonyl)-2-(R)-oxiranylmethoxy-phenyl]-ethanone). RXN SMILES: [F:1][C:2]1[CH:3]=[C:4]([S:8]([C:11]2[CH:12]=[CH:13][C:14]([OH:20])=[C:15]([C:17](=[O:19])[CH3:18])[CH:16]=2)(=[O:10])=[O:9])[CH:5]=[CH:6][CH:7]=1.[CH2:21]([C@H:23]1[O:25][CH2:24]1)Cl>>[F:1][C:2]1[CH:3]=[C:4]([S:8]([C:11]2[CH:12]=[CH:13][C:14]([O:20][CH2:21][C@H:23]3[CH2:24][O:25]3)=[C:15]([C:17](=[O:19])[CH3:18])[CH:16]=2)(=[O:10])=[O:9])[CH:5]=[CH:6][CH:7]=1. Procedure details: (R)-(−)Epichlorhydrin (1.93 g; 0.021 mol) was added to a suspension of 1-(5-benzenesulfonyl-2-hydroxy-phenyl)-ethanone (1.92 g; 0.007 mol) and potassium carbonate (1.44 g; 0.011 mol) in acetonitrile (5 mL). The mixture was heated under reflux for 18 hours. After cooling to ambient temperature, the mixture was diluted with ethyl acetate, filtered, washed with water and saturated sodium bicarbonate, dried (Na2SO4) and concentrated in vacuo. The crude material was purified by flash chromatography o... Reactants: CN1N=C(C=C1)NC(=O)C1=NC(=CC=C1NC=1C=NC=CC1)C (6-Methyl-3-(pyridin-3-ylamino)-pyridine-2-carboxylic acid (1-methyl-1H-pyrazol-3-yl)-amide), BrC=1C=C(C#N)C=C(C1)F (3-Bromo-5-fluorobenzonitrile). Product: CN1N=C(C=C1)NC(=O)C1=NC(=CC=C1NC1=CC(=CC(=C1)F)C#N)C (3-(3-Cyano-5-fluoro-phenylamino)-6-methyl-pyridine-2-carboxylic acid (1-methyl-1H-pyrazol-3-yl)-amide). Reaction SMILES: [CH3:1][N:2]1[CH:6]=[CH:5][C:4]([NH:7][C:8]([C:10]2[C:15]([NH:16][C:17]3[CH:18]=[N:19][CH:20]=[CH:21][CH:22]=3)=[CH:14][CH:13]=[C:12]([CH3:23])[N:11]=2)=[O:9])=[N:3]1.BrC1C=C([CH:30]=[C:31]([F:33])C=1)C#N>>[CH3:1][N:2]1[CH:6]=[CH:5][C:4]([NH:7][C:8]([C:10]2[C:15]([NH:16][C:17]3[CH:18]=[C:31]([F:33])[CH:30]=[C:21]([C:20]#[N:19])[CH:22]=3)=[CH:14][CH:13]=[C:12]([CH3:23])[N:11]=2)=[O:9])=[N:3]1. Procedure details: The title compound, was prepared from 3-Amino-6-methyl-pyridine-2-carboxylic acid (1-methyl-1H-pyrazol-3-yl)-amide (example 16) in accordance with the general method of example 20 using 3-Bromo-5-fluorobenzonitrile instead of 3-Bromo-4-methylpyridine to yield the final compound as an off-white solid, MS (ISP): m/e=351.4 (M+H+). The reactants are ClC=1NC=C(N1)[N+](=O)[O-] (2-chloro-4-nitro-1H-imidazole), N(=[N+]=[N-])CC1CN(C(O1)=O)CC1(OC1)C (5-azidomethyl-3-(2-methyloxiran-2-ylmethyl)oxazolidin-2-one), C(C)(=O)[O-].[Na+] (sodium acetate). The solvent is C(C)O (ethanol). Conditions: temperature 70 celsius, time 8 hour. The product is N(=[N+]=[N-])CC1CN(C(O1)=O)CC(CN1C(=NC(=C1)[N+](=O)[O-])Cl)(C)O (5-azidomethyl-3-[3-(2-chloro-4-nitroimidazol-1-yl)-2-hydroxy-2-methylpropyl]oxazolidin-2-one). Yield: 75.1%. Reaction SMILES: [Cl:1][C:2]1[NH:3][CH:4]=[C:5]([N+:7]([O-:9])=[O:8])[N:6]=1.[N:10]([CH2:13][CH:14]1[O:18][C:17](=[O:19])[N:16]([CH2:20][C:21]2([CH3:24])[CH2:23][O:22]2)[CH2:15]1)=[N+:11]=[N-:12].C([O-])(=O)C.[Na+]>C(O)C>[N:10]([CH2:13][CH:14]1[O:18][C:17](=[O:19])[N:16]([CH2:20][C:21]([OH:22])([CH3:23])[CH2:24][N:3]2[CH:4]=[C:5]([N+:7]([O-:9])=[O:8])[N:6]=[C:2]2[Cl:1])[CH2:15]1)=[N+:11]=[N-:12] |f:2.3|. Procedure details: A mixture of 2-chloro-4-nitro-1H-imidazole (350 mg, 2.37 mmol), 5-azidomethyl-3-(2-methyloxiran-2-ylmethyl)oxazolidin-2-one (500 mg, 2.37 mmol), sodium acetate (214 mg, 2.61 mmol) and ethanol (5 ml) was stirred at 70° C. for 8 hours. The reaction mixture was allowed to return to room temperature and concentrated under reduced pressure. To the residue, water was added, and the solution was extracted with methylene chloride. The organic phase was dried over sodium sulfate and then filtered. The fi... The reactants are tetrakis(triphenyl-phosphine)palladium, ClC=1C(=NC=CN1)N1CCN(CC1)CCN(S(=O)(=O)C=1C=NC=CC1)C (pyridine-3-sulfonic acid [2-(3′-chloro-2,3,5,6-tetrahydro-[1,2′]bipyrazinyl-4-yl)-ethyl]-methyl-amide), C([O-])([O-])=O.[K+].[K+] (potassium carbonate), FC1=CC=C(C=C1)B(O)O (4-fluorophenyl boronic acid). Solvent: C(C)(=O)OCC (ethyl acetate), O (water), CC(=O)N(C)C.O (DMA H2O). Conditions: temperature 110 celsius, time 18 hour. Yields the product Cl.FC1=CC=C(C=C1)C=1C(=NC=CN1)N1CCN(CC1)CCN(S(=O)(=O)C=1C=NC=CC1)C (Pyridine-3-sulfonic acid {2-[3′-(4-fluoro-phenyl)-2,3,5,6-tetrahydro-[1,2′]bipyrazinyl-4-yl]-ethyl}-methyl-amide hydrochloride). Yield: 54.7%. RXN SMILES: [Cl:1][C:2]1[C:3]([N:8]2[CH2:13][CH2:12][N:11]([CH2:14][CH2:15][N:16]([CH3:26])[S:17]([C:20]3[CH:21]=[N:22][CH:23]=[CH:24][CH:25]=3)(=[O:19])=[O:18])[CH2:10][CH2:9]2)=[N:4][CH:5]=[CH:6][N:7]=1.[F:27][C:28]1[CH:33]=[CH:32][C:31](B(O)O)=[CH:30][CH:29]=1.C(=O)([O-])[O-].[K+].[K+]>CC(N(C)C)=O.O.C(OCC)(=O)C.O>[ClH:1].[F:27][C:28]1[CH:33]=[CH:32][C:31]([C:2]2[C:3]([N:8]3[CH2:13][CH2:12][N:11]([CH2:14][CH2:15][N:16]([CH3:26])[S:17]([C:20]4[CH:21]=[N:22][CH:23]=[CH:24][CH:25]=4)(=[O:19])=[O:18])[CH2:10][CH2:9]3)=[N:4][CH:5]=[CH:6][N:7]=2)=[CH:30][CH:29]=1 |f:2.3.4,5.6,9.10|. Procedure details: Dissolve pyridine-3-sulfonic acid [2-(3′-chloro-2,3,5,6-tetrahydro-[1,2′]bipyrazinyl-4-yl)-ethyl]-methyl-amide (0.200 g, 0.504 mmol) in DMA-H2O (4 mL; 3:1 v/v, previously degassed with nitrogen). Add 4-fluorophenyl boronic acid (0.084 g, 0.605 mmol), potassium carbonate (0.167 g, 1.209 mmol) and tetrakis(triphenyl-phosphine)palladium (0.029 g, 0.025 mmol). Stir the reaction mixture at 110° C. for 18 hr. Cool and dilute with ethyl acetate and water. Extract the aqueous layer with ethyl acetate an... Starting materials: [BH4-], CCCCCCCCCCCCCCCC(O)C(NC(C)=O)C(=O)OCC, C1CCOC1, CCOC(C)=O, [Na+], O. The product is CCCCCCCCCCCCCCCC(O)C(CO)NC(C)=O. As a reaction SMILES: [BH4-:6].[C:8]([CH3:9])(=[O:10])[NH:11][CH:12]([C:13](=[O:14])[O:15][CH2:16][CH3:17])[CH:18]([CH2:19][CH2:20][CH2:21][CH2:22][CH2:23][CH2:24][CH2:25][CH2:26][CH2:27][CH2:28][CH2:29][CH2:30][CH2:31][CH2:32][CH3:33])[OH:34].[CH2:1]1[O:2][CH2:3][CH2:4][CH2:5]1.[CH3:35][CH2:36][O:37][C:38](=[O:39])[CH3:40].[Na+:7].[OH2:41]>>[C:8]([CH3:9])(=[O:10])[NH:11][CH:12]([CH2:13][OH:14])[CH:18]([CH2:19][CH2:20][CH2:21][CH2:22][CH2:23][CH2:24][CH2:25][CH2:26][CH2:27][CH2:28][CH2:29][CH2:30][CH2:31][CH2:32][CH3:33])[OH:34].